describe an organic reaction: reactants, conditions, products, and yield From a dataset of the Open Reaction Database (ORD), a public repository of structured organic reaction records. Reactants: CO, Cc1cccc2cc(C(=O)O)oc12, O=S(=O)(O)O. Product: COC(=O)c1cc2cccc(C)c2o1. As a reaction SMILES: [CH3:14][OH:15].[CH3:1][c:2]1[cH:3][cH:4][cH:5][c:6]2[cH:7][c:8]([C:11](=[O:12])[OH:13])[o:9][c:10]12.[S:16](=[O:17])(=[O:18])([OH:19])[OH:20]>>[CH3:1][c:2]1[cH:3][cH:4][cH:5][c:6]2[cH:7][c:8]([C:11](=[O:12])[O:13][CH3:14])[o:9][c:10]12. The reactants are O=C(CBr)C(F)(F)C(F)(F)F, O=C([O-])[O-], Cc1cc(CC(N)=S)ccc1[N+](=O)[O-], CCOC(C)=O, [K+], [K+], CN(C)C=O. Yields the product Cc1cc(CC(=N)SCC(=O)C(F)(F)C(F)(F)F)ccc1[N+](=O)[O-]. As a reaction SMILES: [Br:15][CH2:16][C:17]([C:18]([C:19]([F:20])([F:21])[F:22])([F:23])[F:24])=[O:25].[C:26](=[O:27])([O-:28])[O-:29].[CH3:1][c:2]1[cH:3][c:4]([CH2:11][C:12](=[S:13])[NH2:14])[cH:5][cH:6][c:7]1[N+:8](=[O:9])[O-:10].[CH3:37][CH2:38][O:39][C:40](=[O:41])[CH3:42].[K+:30].[K+:31].[O:32]=[CH:33][N:34]([CH3:35])[CH3:36]>>[CH3:1][c:2]1[cH:3][c:4]([CH2:11][C:12]([S:13][CH2:16][C:17]([C:18]([C:19]([F:20])([F:21])[F:22])([F:23])[F:24])=[O:25])=[NH:14])[cH:5][cH:6][c:7]1[N+:8](=[O:9])[O-:10]. Reactants: C, CCOC(=O)CN1CCc2ccc([N+](=O)[O-])cc2C1, CCO, [H][H], [Pd]. The product is CCOC(=O)CN1CCc2ccc(N)cc2C1. As a reaction SMILES: [C:25].[CH2:1]([CH3:2])[O:3][C:4](=[O:5])[CH2:6][N:7]1[CH2:8][c:9]2[cH:10][c:11]([N+:17]([O-:18])=[O:19])[cH:12][cH:13][c:14]2[CH2:15][CH2:16]1.[CH3:20][CH2:21][OH:22].[H:23][H:24].[Pd:26]>>[CH2:1]([CH3:2])[O:3][C:4](=[O:5])[CH2:6][N:7]1[CH2:8][c:9]2[cH:10][c:11]([NH2:17])[cH:12][cH:13][c:14]2[CH2:15][CH2:16]1. Reactants: BrC1=CC(=C(C=C1)C(=O)N1CCN(CC1)C1=NC=C(C=C1C)C1CC1)F ((4-bromo-2-fluorophenyl)[4-(5-cyclopropyl-3-methylpyridin-2-yl)piperazin-1-yl]methanone), CN1C(NCC1)=O (1-methylimidazolidin-2-one). Yields the product C1(CC1)C=1C=C(C(=NC1)N1CCN(CC1)C(=O)C1=C(C=C(C=C1)N1C(N(CC1)C)=O)F)C (1-{4-[4-(5-cyclopropyl-3-methylpyridin-2-yl)piperazine-1-carbonyl]-3-fluorophenyl}-3-methylimidazolidin-2-one). Yield: 47.6%. As a reaction SMILES: Br[C:2]1[CH:7]=[CH:6][C:5]([C:8]([N:10]2[CH2:15][CH2:14][N:13]([C:16]3[C:21]([CH3:22])=[CH:20][C:19]([CH:23]4[CH2:25][CH2:24]4)=[CH:18][N:17]=3)[CH2:12][CH2:11]2)=[O:9])=[C:4]([F:26])[CH:3]=1.[CH3:27][N:28]1[CH2:32][CH2:31][NH:30][C:29]1=[O:33]>>[CH:23]1([C:19]2[CH:20]=[C:21]([CH3:22])[C:16]([N:13]3[CH2:14][CH2:15][N:10]([C:8]([C:5]4[CH:6]=[CH:7][C:2]([N:30]5[CH2:31][CH2:32][N:28]([CH3:27])[C:29]5=[O:33])=[CH:3][C:4]=4[F:26])=[O:9])[CH2:11][CH2:12]3)=[N:17][CH:18]=2)[CH2:25][CH2:24]1. Reported procedure: Using (4-bromo-2-fluorophenyl)[4-(5-cyclopropyl-3-methylpyridin-2-yl)piperazin-1-yl]methanone (209 mg) described in Preparation Example 121 and 1-methylimidazolidin-2-one (50 mg) and by the reaction and treatment in the same manner as in Example 536, the title compound (104 mg) was obtained. Starting materials: C(C1=CN=CC=C1)(=O)C1CCN(CC1)C(=O)OC(C)(C)C (tert-butyl 4-nicotinoylpiperidine-1-carboxylate), C(C1=CN=CC=C1)(=O)C1CCN(CC1)C(=O)OC(C)(C)C (tert-butyl 4-nicotinoylpiperidine-1-carboxylate), ClC1=C(C(=NC2=CC=C(C=C12)I)C(F)(F)F)C1=CC=CC=C1 (4-chloro-6-iodo-3-phenyl-2-(trifluoromethyl)quinoline), ClC1=C(C(=NC2=CC=C(C=C12)I)C(F)(F)F)C1=CC=CC=C1 (4-chloro-6-iodo-3-phenyl-2-(trifluoromethyl)quinoline), C(C)(C)[Mg]Cl (iPrMgCl). The solvent is C1CCOC1 (THF). Conditions: temperature 50 celsius, time 8 minute. Product: ClC1=C(C(=NC2=CC=C(C=C12)C(C1CCN(CC1)C(=O)OC(C)(C)C)(C=1C=NC=CC1)O)C(F)(F)F)C1=CC=CC=C1 (tert-Butyl 4-((4-chloro-3-phenyl-2-(trifluoromethyl)quinolin-6-yl)(hydroxy)(pyridin-3-yl)methyl)piperidine-1-carboxylate). Reaction SMILES: [Cl:1][C:2]1[C:11]2[C:6](=[CH:7][CH:8]=[C:9](I)[CH:10]=2)[N:5]=[C:4]([C:13]([F:16])([F:15])[F:14])[C:3]=1[C:17]1[CH:22]=[CH:21][CH:20]=[CH:19][CH:18]=1.C([Mg]Cl)(C)C.[C:28]([CH:36]1[CH2:41][CH2:40][N:39]([C:42]([O:44][C:45]([CH3:48])([CH3:47])[CH3:46])=[O:43])[CH2:38][CH2:37]1)(=[O:35])[C:29]1[CH:34]=[CH:33][CH:32]=[N:31][CH:30]=1>C1COCC1>[Cl:1][C:2]1[C:11]2[C:6](=[CH:7][CH:8]=[C:9]([C:28]([OH:35])([C:29]3[CH:30]=[N:31][CH:32]=[CH:33][CH:34]=3)[CH:36]3[CH2:37][CH2:38][N:39]([C:42]([O:44][C:45]([CH3:48])([CH3:47])[CH3:46])=[O:43])[CH2:40][CH2:41]3)[CH:10]=2)[N:5]=[C:4]([C:13]([F:16])([F:15])[F:14])[C:3]=1[C:17]1[CH:22]=[CH:21][CH:20]=[CH:19][CH:18]=1. Procedure details: To a solution of 4-chloro-6-iodo-3-phenyl-2-(trifluoromethyl)quinoline (Intermediate 20: step b, containing about 13% molar of 4-chloro-3-phenyl-2-(trifluoromethyl)quinoline as impurity, 340 mg) in THF (4 mL) at −78° C. under N2 was added iPrMgCl (2.0 M in THF, 0.40 mL, 0.8 mmol). After stirring for 8 minutes, the cooling bath was removed, and stirring was continued for 20 minutes, then tert-butyl 4-nicotinoylpiperidine-1-carboxylate (225 mg, 0.770 mmol, Intermediate 21) was added in neat. After...